From a dataset of the Open Reaction Database (ORD), a public repository of structured organic reaction records. describe an organic reaction: reactants, conditions, products, and yield The reactants are C(C)(=O)[O-].[Cu+2].C(C)(=O)[O-] (copper acetate), C(C)C(C(=O)O)CCCC (2-ethylhexanoic acid). Product: [Cu] (copper), C(C)C(C(=O)[O-])CCCC.C(C)C(C(=O)[O-])CCCC.[Cu+2] (copper di(2-ethylhexanoate)). Reaction SMILES: C([O-])(=O)C.[Cu+2:5].C([O-])(=O)C.[CH2:10]([CH:12]([CH2:16][CH2:17][CH2:18][CH3:19])[C:13]([OH:15])=[O:14])[CH3:11]>>[Cu:5].[CH2:10]([CH:12]([CH2:16][CH2:17][CH2:18][CH3:19])[C:13]([O-:15])=[O:14])[CH3:11].[CH2:10]([CH:12]([CH2:16][CH2:17][CH2:18][CH3:19])[C:13]([O-:15])=[O:14])[CH3:11].[Cu+2:5] |f:0.1.2,5.6.7|. Procedure: A copper containing solution was prepared by mixing and reacting copper acetate with a stoichiometric excess of 2-ethylhexanoic acid to form copper di(2-ethylhexanoate). This solution contained 6.36 percent by weight copper, based on total weight. The reactants are C(C1=CC=CC=C1)OC(=O)NC1=CC=C(C=C1)[C@@H]1CC[C@H](CC1)CC(=O)OC (methyl [trans-4-(4-{[(benzyloxy)carbonyl]amino}phenyl)cyclohexyl]acetate), [OH-].[Li+] (lithium hydroxide). The solvent is C1CCOC1 (THF), CO (MeOH). Conditions: time 18 hour. Product: C(C1=CC=CC=C1)OC(=O)NC1=CC=C(C=C1)[C@@H]1CC[C@H](CC1)CC(=O)O ([trans-4-(4-{[(Benzyloxy)carbonyl]amino}phenyl)cyclohexyl]acetic acid). Isolated yield 99.1%. As a reaction SMILES: [CH2:1]([O:8][C:9]([NH:11][C:12]1[CH:17]=[CH:16][C:15]([C@H:18]2[CH2:23][CH2:22][C@H:21]([CH2:24][C:25]([O:27]C)=[O:26])[CH2:20][CH2:19]2)=[CH:14][CH:13]=1)=[O:10])[C:2]1[CH:7]=[CH:6][CH:5]=[CH:4][CH:3]=1.[OH-].[Li+]>C1COCC1.CO>[CH2:1]([O:8][C:9]([NH:11][C:12]1[CH:13]=[CH:14][C:15]([C@H:18]2[CH2:23][CH2:22][C@H:21]([CH2:24][C:25]([OH:27])=[O:26])[CH2:20][CH2:19]2)=[CH:16][CH:17]=1)=[O:10])[C:2]1[CH:7]=[CH:6][CH:5]=[CH:4][CH:3]=1 |f:1.2|. Procedure: To a solution of methyl [trans-4-(4-{[(benzyloxy)carbonyl]amino}phenyl)cyclohexyl]acetate (3.34 g, 8.76 mmol) in THF (42 mL) and MeOH (42 mL) was added 0.6M aqueous lithium hydroxide (43.6 mL, 26.27 mmol) and the mixture stirred at ambient temperature for 18 hours. The mixture was partitioned between EtOAc (200 mL) and 1M HCl (100 mL). The organic phase was concentrated in vacuo and the residue partitioned between EtOAc (300 mL) and brine (20 mL). The organic phase was dried (MgSO4), filtered an... The reactants are C(#N)C=1C=C(C=CC1F)C (3-cyano-4-fluorotoluene), C(#N)C1=C(C=C(CN2C=NC=C2C=O)C=C1)F (1-(4-cyano-3-fluorobenzyl)-5-imidazolecarboxaldehyde), C(#N)C=1C=C(C=CC1F)C (3-cyano-4-fluorotoluene). Yields the product C(#N)C=1C=C(CN2C=NC=C2C=O)C=CC1F (1-(3-Cyano-4-fluorobenzyl)-5-imidazolecarboxaldehyde). As a reaction SMILES: [C:1]([C:3]1[CH:4]=[C:5]([CH3:10])[CH:6]=[CH:7][C:8]=1[F:9])#[N:2].C(C1C=CC(C[N:18]2[C:22]([CH:23]=[O:24])=[CH:21][N:20]=[CH:19]2)=CC=1F)#N>>[C:1]([C:3]1[CH:4]=[C:5]([CH:6]=[CH:7][C:8]=1[F:9])[CH2:10][N:18]1[C:22]([CH:23]=[O:24])=[CH:21][N:20]=[CH:19]1)#[N:2]. Procedure: The titled product was prepared from 3-cyano-4-fluorotoluene using the same procedures as those described in Example 1, Steps D through G for the preparation of 1-(4-cyano-3-fluorobenzyl)-5-imidazolecarboxaldehyde, except that 3-cyano-4-fluorotoluene was used in place of 4-cyano-3-fluorotoluene in Step D. The product is O=C(NCC(=O)N1CC(C(=O)Nc2cccc3ccccc23)C2NCCC21)OCc1ccccc1. Reactants: CC(C)(C)OC(=O)N1CCC2C1C(C(=O)Nc1cccc3ccccc13)CN2C(=O)CNC(=O)OCc1ccccc1, ClCCl, O=C(O)C(F)(F)F. As a reaction SMILES: [C:1]([O:2][C:3](=[O:4])[N:8]1[CH:9]2[CH:10]([CH2:11][CH2:12]1)[N:13]([C:29]([CH2:30][NH:31][C:32](=[O:33])[O:34][CH2:35][c:36]1[cH:37][cH:38][cH:39][cH:40][cH:41]1)=[O:42])[CH2:14][CH:15]2[C:16]([NH:17][c:18]1[cH:19][cH:20][cH:21][c:22]2[cH:23][cH:24][cH:25][cH:26][c:27]12)=[O:28])([CH3:5])([CH3:6])[CH3:7].[Cl:50][CH2:51][Cl:52].[F:43][C:44]([F:45])([F:46])[C:47]([OH:48])=[O:49]>>[NH:8]1[CH:9]2[CH:10]([CH2:11][CH2:12]1)[N:13]([C:29]([CH2:30][NH:31][C:32](=[O:33])[O:34][CH2:35][c:36]1[cH:37][cH:38][cH:39][cH:40][cH:41]1)=[O:42])[CH2:14][CH:15]2[C:16]([NH:17][c:18]1[cH:19][cH:20][cH:21][c:22]2[cH:23][cH:24][cH:25][cH:26][c:27]12)=[O:28]. Reactants: C(C1=CC=CC=C1)(=O)OCCCCCC(=O)OCC1=CC=CC=C1 (benzyl 6-benzoyloxyhexanoate), resultant mixture. Reagents/catalysts: [Pd] (Pd/C). Solvent: C(C)(=O)OCC (ethyl acetate). Product: C(C1=CC=CC=C1)(=O)OCCCCCC(=O)O (6-benzoyloxy-hexanoic acid). RXN SMILES: [C:1]([O:9][CH2:10][CH2:11][CH2:12][CH2:13][CH2:14][C:15]([O:17]CC1C=CC=CC=1)=[O:16])(=[O:8])[C:2]1[CH:7]=[CH:6][CH:5]=[CH:4][CH:3]=1>C(OCC)(=O)C.[Pd]>[C:1]([O:9][CH2:10][CH2:11][CH2:12][CH2:13][CH2:14][C:15]([OH:17])=[O:16])(=[O:8])[C:2]1[CH:7]=[CH:6][CH:5]=[CH:4][CH:3]=1. Reported procedure: To a solution of benzyl 6-benzoyloxy-hexanoate (c) (38.09 g) in ethyl acetate was added 5% Pd/C (3 g) and the resultant mixture was stirred under a hydrogen atmosphere for 24 hours. The crude product obtained by treating in the conventional manner was distilled under reduced pressure (1 mmHg, 182°-192° C.) to give the title compound (d).